From a dataset of the Open Reaction Database (ORD), a public repository of structured organic reaction records. describe an organic reaction: reactants, conditions, products, and yield Starting materials: OCc1cc(F)cc(Br)c1, CS(C)=O, CCOC(C)=O, CS(=O)O, [Cu]I, [Na]. Product: CS(=O)(=O)c1cc(F)cc(CO)c1. RXN SMILES: [Br:6][c:7]1[cH:8][c:9]([CH2:14][OH:15])[cH:10][c:11]([F:13])[cH:12]1.[CH3:16][S:17]([CH3:18])=[O:19].[CH3:20][CH2:21][O:22][C:23]([CH3:24])=[O:25].[CH3:2][S:3](=[O:4])[OH:5].[Cu:26][I:27].[Na:1]>>[CH3:2][S:3](=[O:4])(=[O:5])[c:7]1[cH:8][c:9]([CH2:14][OH:15])[cH:10][c:11]([F:13])[cH:12]1.